Dataset: the Open Reaction Database (ORD), a public repository of structured organic reaction records. Task: describe an organic reaction: reactants, conditions, products, and yield Reactants: [Li+], [OH-], O, O, COC(=O)c1cccc(CN2CCN(C(=O)c3ccc(NC(=O)Nc4ccccc4)cc3)CC2)c1. Product: O=C(Nc1ccccc1)Nc1ccc(C(=O)N2CCN(Cc3cccc(C(=O)O)c3)CC2)cc1. As a reaction SMILES: [Li+:38].[OH-:37].[OH2:36].[OH2:39].[c:1]1([NH:7][C:8]([NH:9][c:10]2[cH:11][cH:12][c:13]([C:14](=[O:15])[N:16]3[CH2:17][CH2:18][N:19]([CH2:22][c:23]4[cH:24][c:25]([C:26](=[O:27])[O:28][CH3:29])[cH:30][cH:31][cH:32]4)[CH2:20][CH2:21]3)[cH:33][cH:34]2)=[O:35])[cH:2][cH:3][cH:4][cH:5][cH:6]1>>[c:1]1([NH:7][C:8]([NH:9][c:10]2[cH:11][cH:12][c:13]([C:14](=[O:15])[N:16]3[CH2:17][CH2:18][N:19]([CH2:22][c:23]4[cH:24][c:25]([C:26](=[O:27])[OH:28])[cH:30][cH:31][cH:32]4)[CH2:20][CH2:21]3)[cH:33][cH:34]2)=[O:35])[cH:2][cH:3][cH:4][cH:5][cH:6]1. Starting materials: BrC1=COC=C1 (3-bromofuran), C(C)(=O)C=1N=C(OC1C)C (4-acetyl-2,5-dimethyloxazole). The product is CC=1OC(=C(N1)C(C)(O)C1=COC=C1)C (1-(2,5-Dimethyl-4-oxazolyl)-1-(3-furyl)ethanol). As a reaction SMILES: Br[C:2]1[CH:6]=[CH:5][O:4][CH:3]=1.[C:7]([C:10]1[N:11]=[C:12]([CH3:16])[O:13][C:14]=1[CH3:15])(=[O:9])[CH3:8]>>[CH3:16][C:12]1[O:13][C:14]([CH3:15])=[C:10]([C:7]([C:2]2[CH:6]=[CH:5][O:4][CH:3]=2)([OH:9])[CH3:8])[N:11]=1. Procedure details: Starting with 3-bromofuran and 4-acetyl-2,5-dimethyloxazole and following the general method of Example 4 the title compound was prepared. Reactants: C(C)OC(C1=C(C=C(C=C1)O)C)=O (4-hydroxy-2-methyl-benzoic acid ethyl ester), N1C=NC=C1 (imidazole), [Si](C)(C)(C(C)(C)C)Cl (tert-butyldimethylsilyl chloride). Solvent: CN(C)C=O (DMF), O (water). Run at time 24 hour. Yields the product C(C)OC(C1=C(C=C(C=C1)O[Si](C)(C)C(C)(C)C)C)=O (4-(tert-Butyl-dimethyl-silanyloxy)-2-methyl-benzoic acid ethyl ester). RXN SMILES: [CH2:1]([O:3][C:4](=[O:13])[C:5]1[CH:10]=[CH:9][C:8]([OH:11])=[CH:7][C:6]=1[CH3:12])[CH3:2].N1C=CN=C1.[Si:19](Cl)([C:22]([CH3:25])([CH3:24])[CH3:23])([CH3:21])[CH3:20]>CN(C=O)C.O>[CH2:1]([O:3][C:4](=[O:13])[C:5]1[CH:10]=[CH:9][C:8]([O:11][Si:19]([C:22]([CH3:25])([CH3:24])[CH3:23])([CH3:21])[CH3:20])=[CH:7][C:6]=1[CH3:12])[CH3:2]. Reported procedure: A mixture of 18 g (100 mmol) of 4-hydroxy-2-methyl-benzoic acid ethyl ester (prepared according to Sen, et. al. (1987), Indian J. Chem. Sec B, 26: 679-682), 10.2 g (150 mmol) of imidazole, and 17.2 g (115 mmol) of tert-butyldimethylsilyl chloride in 110 mL of anhydrous DMF was stirred for 24 hours at room temperature. The reaction was diluted with water and extracted with ethyl acetate. The organic fraction was washed with water, 0.1 N HCl, and brine, then dried over anhydrous magnesium sulfate ... The reactants are N(C1=CC=CC=C1)C1=NC=CC(=N1)C1=CN=C(N1C(C)C)C=O (2-anilino-4-(2-formyl-1 -isopropylimidazol-5-yl)pyrimidine), N(C1=CC=CC=C1)C1=NC=CC(=N1)C1=CN=C(N1C(C)C)C(=O)C=1SC=CC1 (2-Anilino-4-[2-(thien-2-ylcarbonyl)-1-isopropylimidazol-5-yl]pyrimidine). Product: N(C1=CC=CC=C1)C1=NC=CC(=N1)C1=CN=C(N1C(C)C)C(=O)C1=CC=NC=C1 (2-Anilino-4-[2-(pyridin-4-ylcarbonyl)-1-isopropylimidazol-5-yl]pyrimidine). As a reaction SMILES: [NH:1]([C:8]1[N:13]=[C:12]([C:14]2[N:18]([CH:19]([CH3:21])[CH3:20])[C:17]([CH:22]=[O:23])=[N:16][CH:15]=2)[CH:11]=[CH:10][N:9]=1)[C:2]1[CH:7]=[CH:6][CH:5]=[CH:4][CH:3]=1.N(C1N=C(C2[N:41](C(C)C)[C:40]([C:45]([C:47]3SC=[CH:50][CH:51]=3)=O)=NC=2)C=CN=1)C1C=CC=CC=1>>[NH:1]([C:8]1[N:13]=[C:12]([C:14]2[N:18]([CH:19]([CH3:20])[CH3:21])[C:17]([C:22]([C:47]3[CH:45]=[CH:40][N:41]=[CH:50][CH:51]=3)=[O:23])=[N:16][CH:15]=2)[CH:11]=[CH:10][N:9]=1)[C:2]1[CH:7]=[CH:6][CH:5]=[CH:4][CH:3]=1. Procedure details: The title compound was prepared by the procedure of Example 6 from 2-anilino-4-(2-formyl-1 -isopropylimidazol-5-yl)pyrimidine (Example 10) and N-methoxy-N-methyl 4-pyridinecarboxamide (Method 7). NMR (CDCl3): 1.55-1.75 (m, 10H), 5.56-5.72 (sept, 1H), 6.98 (d, 1H), 7.10 (t, 1H), 7.20 (br s, 1H), 7.30-7.40 (m, 2H), 7.55 (s, 1H) (7.60 (d, 2H), 7.90-7.94 (m, 2H), 8.51 (d, 1H), 8.78-8.82 (m, 2 H); m/z 385. Reactants: C(=O)(OCC1=CC=CC=C1)NCCC[C@@H](NC(C(C1=CC=CC=C1)C1=CC=CC=C1)=O)C(=O)N[C@H](C)C1=CC=C(C=C1)OCC1=CC=CC=C1 ((R)-N5 -(Cbz)-N2 -(diphenylacetyl)-(R)-N-[1-(4-benzyloxyphenyl)ethyl]-ornithine amide), C[Si](C)(C)I (trimethylsilyliodide). Solvent: CC#N (CH3CN). Yields the product [NH4+].[OH-] (NH4OH), C1(=CC=CC=C1)C(C(=O)N[C@H](CCCN)C(=O)N[C@H](C)C1=CC=C(C=C1)OCC1=CC=CC=C1)C1=CC=CC=C1 ((R)-N2 -(Diphenylacetyl)-(R)-N-[1-(4-benzyloxyphenyl)ethyl]ornithine amide). Yield: 175.4%. RXN SMILES: C([NH:11][CH2:12][CH2:13][CH2:14][C@H:15]([C:32]([NH:34][C@@H:35]([C:37]1[CH:42]=[CH:41][C:40]([O:43][CH2:44][C:45]2[CH:50]=[CH:49][CH:48]=[CH:47][CH:46]=2)=[CH:39][CH:38]=1)[CH3:36])=[O:33])[NH:16][C:17](=[O:31])[CH:18]([C:25]1[CH:30]=[CH:29][CH:28]=[CH:27][CH:26]=1)[C:19]1[CH:24]=[CH:23][CH:22]=[CH:21][CH:20]=1)(OCC1C=CC=CC=1)=[O:2].C[Si](I)(C)C>CC#N>[NH4+:11].[OH-:2].[C:25]1([CH:18]([C:19]2[CH:24]=[CH:23][CH:22]=[CH:21][CH:20]=2)[C:17]([NH:16][C@@H:15]([C:32]([NH:34][C@@H:35]([C:37]2[CH:38]=[CH:39][C:40]([O:43][CH2:44][C:45]3[CH:50]=[CH:49][CH:48]=[CH:47][CH:46]=3)=[CH:41][CH:42]=2)[CH3:36])=[O:33])[CH2:14][CH2:13][CH2:12][NH2:11])=[O:31])[CH:30]=[CH:29][CH:28]=[CH:27][CH:26]=1 |f:3.4|. Procedure: Prepared according to the method described in Example 6(d) above from (R)-N5 -(Cbz)-N2 -(diphenylacetyl)-(R)-N-[1-(4-benzyloxyphenyl)ethyl]-ornithine amide (1.0 g; 1.49 mmol; from step (c) above), trimethylsilyliodide (0.33 g; 1.64 mmol) and CH3CN (35 mL) at 0° C., 2 hours reaction time. The resultant heterogeneous solution was submitted to aqueous work up and chromatographed on silica eluting with CH2Cl2 :MeOH:conc. NH4OH (88.5:10:1.5) to afford the sub-title compound as a solid (0.7 g). Starting materials: COc1ccc2ccccc2c1 (substrate), CN(C)c3ccc([Li])cc3 (effective_coupling_partner). The reagents and catalysts are SIMes. Run at temperature 25 celsius, time 12 hour. The product is CN(C)c3ccc(c2ccc1ccccc1c2)cc3. The reactants are C(C)(=O)NC1=CC=C(C=C1)S(=O)(=O)CC#C (4-acetylamino-1-(prop-1-yn-3-ylsulfonyl)benzene), Cl (hydrochloric acid). The product is Cl.NC1=CC=C(C=C1)S(=O)(=O)CC#C (4-amino-1-(prop-1-yn-3-ylsulfonyl)benzene hydrochloride). RXN SMILES: C([NH:4][C:5]1[CH:10]=[CH:9][C:8]([S:11]([CH2:14][C:15]#[CH:16])(=[O:13])=[O:12])=[CH:7][CH:6]=1)(=O)C.[ClH:17]>>[ClH:17].[NH2:4][C:5]1[CH:6]=[CH:7][C:8]([S:11]([CH2:14][C:15]#[CH:16])(=[O:13])=[O:12])=[CH:9][CH:10]=1 |f:2.3|. Reported procedure: 205 g (0.865 mol) of 4-acetylamino-1-(prop-1-yn-3-ylsulfonyl)benzene were heated at the boil in 1000 ml of 10 % strength by weight hydrochloric acid for about 1.5 hours. After deacetylation had ended (check by TLC), the reaction mixture was clarified and cooled down to about 10° C. The precipitate formed was filtered off with suction, washed with a little 10 % strength by weight hydrochloric acid and dried, leaving 168 g of 4-amino-1-(prop-1-yn-3-ylsulfonyl)benzene hydrochloride (melting point 2... Run at temperature 10 celsius.